describe an organic reaction: reactants, conditions, products, and yield From a dataset of the Open Reaction Database (ORD), a public repository of structured organic reaction records. The reactants are C=O (formaldehyde), [N+](=O)([O-])C=1C=C(OCC2NCCC2)C=C(C1)C(F)(F)F (2-(3-Nitro-5-trifluoromethyl-phenoxymethyl)-pyrrolidine), [BH3-]C#N.[Na+] (NaBH3CN). Solvent: CC#N (CH3CN). Conditions: time 15 minute. Yields the product CN1C(CCC1)COC1=CC(=CC(=C1)C(F)(F)F)[N+](=O)[O-] (1-methyl-2-(3-nitro-5-trifluoromethyl-phenoxymethyl)-pyrrolidine). RXN SMILES: [N+:1]([C:4]1[CH:5]=[C:6]([CH:14]=[C:15]([C:17]([F:20])([F:19])[F:18])[CH:16]=1)[O:7][CH2:8][CH:9]1[CH2:13][CH2:12][CH2:11][NH:10]1)([O-:3])=[O:2].C=O.[BH3-][C:24]#N.[Na+]>CC#N>[CH3:24][N:10]1[CH2:11][CH2:12][CH2:13][CH:9]1[CH2:8][O:7][C:6]1[CH:14]=[C:15]([C:17]([F:20])([F:18])[F:19])[CH:16]=[C:4]([N+:1]([O-:3])=[O:2])[CH:5]=1 |f:2.3|. Reported procedure: 2-(3-Nitro-5-trifluoromethyl-phenoxymethyl)-pyrrolidine (6 mmol) was dissolved in CH3CN (20 ml) and formaldehyde (2.4 ml, 37% aqueous) was added. NaBH3CN (607 mg) was added, an exotherm was observed. The pH is monitored every 15 min and adjusted to ˜7 with ACOH. After 45 min, the mixture was concentrated in vacuo and the residue is dissolved in EtOAc, washed with 6 N NaOH, 1 N NaOH, and 2 N HCl (3×). The acid washings were combined, adjusted to ˜pH 10 with solid Na2CO3 and extracted with EtOAc (... Reactants: ON=C(C(=O)OCC)C(=O)C1=CC=C(C=C1)OC (Ethyl 2-hydroxyimino-3-(4-methoxyphenyl)-3-oxopropionate), C(C1=CC=CC=C1)OC1=CC=C(C=O)C=C1 (4-benzyloxybenzaldehyde), C(C)(=O)[O-].[NH4+] (ammonium acetate). The product is C(C1=CC=CC=C1)OC1=CC=C(C=C1)C=1NC(=C(N1)C(=O)OCC)C1=CC=C(C=C1)OC (ethyl 2-(4-benzyloxyphenyl)-5-(4-methoxyphenyl)imidazole-4-carboxylate). Reaction SMILES: O[N:2]=[C:3]([C:9]([C:11]1[CH:16]=[CH:15][C:14]([O:17][CH3:18])=[CH:13][CH:12]=1)=O)[C:4]([O:6][CH2:7][CH3:8])=[O:5].[CH2:19]([O:26][C:27]1[CH:34]=[CH:33][C:30]([CH:31]=O)=[CH:29][CH:28]=1)[C:20]1[CH:25]=[CH:24][CH:23]=[CH:22][CH:21]=1.C([O-])(=O)C.[NH4+:39]>>[CH2:19]([O:26][C:27]1[CH:34]=[CH:33][C:30]([C:31]2[NH:39][C:9]([C:11]3[CH:16]=[CH:15][C:14]([O:17][CH3:18])=[CH:13][CH:12]=3)=[C:3]([C:4]([O:6][CH2:7][CH3:8])=[O:5])[N:2]=2)=[CH:29][CH:28]=1)[C:20]1[CH:25]=[CH:24][CH:23]=[CH:22][CH:21]=1 |f:2.3|. Procedure details: Ethyl 2-hydroxyimino-3-(4-methoxyphenyl)-3-oxopropionate, 4-benzyloxybenzaldehyde and ammonium acetate are reacted and treated in the same manner as in Example 22 to give ethyl 2-(4-benzyloxyphenyl)-5-(4-methoxyphenyl)imidazole-4-carboxylate. Ethyl 2-(4-benzyloxyphenyl)-5-(4-methoxyphenyl)imidazole-4-carboxylate is reacted and treated in the same manner as in Starting Material Synthetic Example 2 to give 2-(4-benzyloxyphenyl)-5-(4-methoxyphenyl)imidazole-4-carboxylic acid. 2-(4-Benzyloxyphenyl)-... Starting materials: [N+](=O)([O-])C1=C(C(=CC=C1)[N+](=O)[O-])CC#N (2,6-dinitrophenylacetonitrile), C(C)OCC (Diethyl ether), N([O])(S(=O)(=O)[O-])S(=O)(=O)[O-].[K+].[K+] (Potassium nitrosodisulfonate), N([O])(S(=O)(=O)[O-])S(=O)(=O)[O-].[K+].[K+] (potassium nitrosodisulfonate). Run in C(C)#N (acetonitrile), C([O-])([O-])=O.[Na+].[Na+] (sodium carbonate). Run at time 3.5 hour. The product is [N+](=O)([O-])C1=C(C(=O)O)C(=CC=C1)[N+](=O)[O-] (2,6-dinitrobenzoic acid). Isolated yield 90.0%. As a reaction SMILES: N(S([O-])(=O)=O)(S([O-])(=O)=[O:4])[O].[K+].[K+].[N+:13]([C:16]1[CH:21]=[CH:20][CH:19]=[C:18]([N+:22]([O-:24])=[O:23])C=1CC#N)([O-:15])=[O:14].C([O:30][CH2:31][CH3:32])C>C(=O)([O-])[O-].[Na+].[Na+].C(#N)C>[N+:13]([C:16]1[CH:21]=[CH:20][CH:19]=[C:18]([N+:22]([O-:24])=[O:23])[C:32]=1[C:31]([OH:30])=[O:4])([O-:15])=[O:14] |f:0.1.2,5.6.7,^1:9|. Procedure: Potassium nitrosodisulfonate (13.4 g, 50 mmol) in 500 mL of 4% aqueous sodium carbonate solution is added to a 1 L Erlenmeyer flask equipped with a large magnetic stir bar. Then, with stirring, a solution of 2,6-dinitrophenylacetonitrile (2.07 g, 10 mmol) in 50 mL of acetonitrile is gradually added over the course of 20 min at ambient temperature. Stirring continued for 3.5 h. Three separate sequential portions of additional potassium nitrosodisulfonate (2.6 g, 9.7 mmol) are added at time points... Starting materials: O1CCCC2=CC(=CC=C12)C1=C2C(=NC(=C1CO)C)NC=C2 ((4-(chroman-6-yl)-6-methyl-1H-pyrrolo[2,3-b]pyridin-5-yl)methanol), C=1C=C[NH+]=CC1.[O-][Cr](=O)(=O)Cl (PCC). The solvent is ClCCl (dichloromethane). Reaction conditions: time 90 minute. Product: O1CCCC2=CC(=CC=C12)C1=C2C(=NC(=C1C=O)C)NC=C2 (4-(chroman-6-yl)-6-methyl-1H-pyrrolo[2,3-b]pyridine-5-carbaldehyde), aldehyde. The yield is 37.5%. RXN SMILES: [O:1]1[C:10]2[C:5](=[CH:6][C:7]([C:11]3[C:16]([CH2:17][OH:18])=[C:15]([CH3:19])[N:14]=[C:13]4[NH:20][CH:21]=[CH:22][C:12]=34)=[CH:8][CH:9]=2)[CH2:4][CH2:3][CH2:2]1.C1C=C[NH+]=CC=1.[O-][Cr](Cl)(=O)=O>ClCCl>[O:1]1[C:10]2[C:5](=[CH:6][C:7]([C:11]3[C:16]([CH:17]=[O:18])=[C:15]([CH3:19])[N:14]=[C:13]4[NH:20][CH:21]=[CH:22][C:12]=34)=[CH:8][CH:9]=2)[CH2:4][CH2:3][CH2:2]1 |f:1.2|. Procedure details: A mixture of (4-(chroman-6-yl)-6-methyl-1H-pyrrolo[2,3-b]pyridin-5-yl)methanol in dichloromethane (DCM) (10 mL) was treated with PCC (469 mg, 2.174 mmol) and stirred at ambient temperature for 90 minutes. The reaction was judged complete by LCMS. The mixture was filtered over Celite and the filtrate was concentrated. Half of the residue was purified on a short column of silica gel (7.5 grams, 0-100% hex/EtOAc) to afford the desired product (159 mg, 0.544 mmol, 37.5%) as a yellow solid The rest, ... The reactants are CNC(=O)C1CN(CC(=O)O)CCO1, CCN=C=NCCCN(C)C, COc1nc2c(OCc3c(Cl)ccc(N(C)C(=O)CN)c3Cl)cccc2n1Cc1ccccn1. Yields the product CNC(=O)C1CN(CC(=O)NCC(=O)N(C)c2ccc(Cl)c(COc3cccc4c3nc(OC)n4Cc3ccccn3)c2Cl)CCO1. RXN SMILES: [CH3:1][NH:2][C:3](=[O:4])[CH:5]1[O:6][CH2:7][CH2:8][N:9]([CH2:11][C:12](=[O:13])[OH:14])[CH2:10]1.[CH3:49][CH2:50][N:51]=[C:52]=[N:53][CH2:54][CH2:55][CH2:56][N:57]([CH3:58])[CH3:59].[NH2:15][CH2:16][C:17](=[O:18])[N:19]([CH3:20])[c:21]1[c:22]([Cl:48])[c:23]([CH2:28][O:29][c:30]2[cH:31][cH:32][cH:33][c:34]3[n:35]([CH2:41][c:42]4[n:43][cH:44][cH:45][cH:46][cH:47]4)[c:36]([O:39][CH3:40])[n:37][c:38]23)[c:24]([Cl:27])[cH:25][cH:26]1>>[CH3:1][NH:2][C:3](=[O:4])[CH:5]1[O:6][CH2:7][CH2:8][N:9]([CH2:11][C:12](=[O:14])[NH:15][CH2:16][C:17](=[O:18])[N:19]([CH3:20])[c:21]2[c:22]([Cl:48])[c:23]([CH2:28][O:29][c:30]3[cH:31][cH:32][cH:33][c:34]4[n:35]([CH2:41][c:42]5[n:43][cH:44][cH:45][cH:46][cH:47]5)[c:36]([O:39][CH3:40])[n:37][c:38]34)[c:24]([Cl:27])[cH:25][cH:26]2)[CH2:10]1.